Dataset: the Open Reaction Database (ORD), a public repository of structured organic reaction records. Task: describe an organic reaction: reactants, conditions, products, and yield Reactants: ClC=1C=C(C=O)C=CC1Cl (3,4-dichlorobenzaldehyde), NC=1C=C2[C@H]3[C@@H](N4C2=C(C1)CSCC4)CCN(C3)C(=O)OC(C)(C)C (tert-butyl (7bR,11aS)-6-amino-1,2,7b,10,11,11a-hexahydro-4H-pyrido[4,3-b][1,4]thiazepino[6,5,4-hi]indole-9(8H)-carboxylate). Yields the product ClC=1C=C(CNC=2C=C3[C@H]4[C@@H](N5C3=C(C2)CSCC5)CCNC4)C=CC1Cl ((7bR,11aS)-N-(3,4-dichlorobenzyl)-1,2,7b,8,9,10,11,11a-octahydro-4H-pyrido[4,3-b][1,4]thiazepino[6,5,4-hi]indol-6-amine). Reaction SMILES: [Cl:1][C:2]1[CH:3]=[C:4]([CH:7]=[CH:8][C:9]=1[Cl:10])[CH:5]=O.[NH2:11][C:12]1[CH:13]=[C:14]2[C:18]3=[C:19]([CH2:21][S:22][CH2:23][CH2:24][N:17]3[C@H:16]3[CH2:25][CH2:26][N:27](C(OC(C)(C)C)=O)[CH2:28][C@@H:15]23)[CH:20]=1>>[Cl:1][C:2]1[CH:3]=[C:4]([CH:7]=[CH:8][C:9]=1[Cl:10])[CH2:5][NH:11][C:12]1[CH:13]=[C:14]2[C:18]3=[C:19]([CH2:21][S:22][CH2:23][CH2:24][N:17]3[C@H:16]3[CH2:25][CH2:26][NH:27][CH2:28][C@@H:15]23)[CH:20]=1. Procedure details: Using 3,4-dichlorobenzaldehyde and following the procedures described in EXAMPLE 126, tert-butyl (7bR,11aS)-6-amino-1,2,7b,10,11,11a-hexahydro-4H-pyrido[4,3-b][1,4]thiazepino[6,5,4-hi]indole-9(8H)-carboxylate from EXAMPLE 33, Part B was converted into the title compound of EXAMPLE 158. LRMS (ES)+: 420.4 (M+H)+. Reactants: [Na+], [Na+], [Na+], [OH-], O, O=S(=O)([O-])c1ccc2cc(O)c(S(=O)(=O)[O-])cc2c1. Yields the product O=S(=O)(O)c1ccc2cc(O)c(O)cc2c1. RXN SMILES: [Na+:20].[Na+:21].[Na+:23].[OH-:22].[OH2:24].[OH:1][c:2]1[cH:3][c:4]2[cH:5][cH:6][c:7]([S:16](=[O:17])(=[O:18])[O-:19])[cH:8][c:9]2[cH:10][c:11]1[S:12]([O-:13])(=[O:14])=[O:15]>>[OH:1][c:2]1[cH:3][c:4]2[cH:5][cH:6][c:7]([S:16](=[O:17])(=[O:18])[OH:19])[cH:8][c:9]2[cH:10][c:11]1[OH:22]. Reactants: Fc1ccc(Cl)cc1F, O=[N+]([O-])O. Yields the product O=[N+]([O-])c1cc(F)c(F)cc1Cl. As a reaction SMILES: [Cl:1][c:2]1[cH:3][c:4]([F:9])[c:5]([F:8])[cH:6][cH:7]1.[OH:10][N+:11]([O-:12])=[O:13]>>[Cl:1][c:2]1[cH:3][c:4]([F:9])[c:5]([F:8])[cH:6][c:7]1[N+:11](=[O:10])[O-:12]. Reactants: NC=1C(=CC(=C(C1)C=1C(N(C2=CC(=NC=C2C1)Cl)C)=O)F)F (3-(5-Amino-2,4-difluorophenyl)-7-chloro-1-methyl-1,6-naphthyridin-2(1H)-one). The solvent is COC1=CC=C(CNC)C=C1 (4-methoxy-N-methylbenzylamine). Conditions: temperature 200 celsius. The product is NC=1C(=CC(=C(C1)C=1C(N(C2=CC=NC=C2C1)C)=O)F)F (3-(5-amino-2,4-difluorophenyl)-1-methyl-1,6-naphthyridin-2(1H)-one). Yield: 139.2%. Reaction SMILES: [NH2:1][C:2]1[C:3]([F:22])=[CH:4][C:5]([F:21])=[C:6]([C:8]2[C:9](=[O:20])[N:10]([CH3:19])[C:11]3[C:16]([CH:17]=2)=[CH:15][N:14]=[C:13](Cl)[CH:12]=3)[CH:7]=1>COC1C=CC(CNC)=CC=1>[NH2:1][C:2]1[C:3]([F:22])=[CH:4][C:5]([F:21])=[C:6]([C:8]2[C:9](=[O:20])[N:10]([CH3:19])[C:11]3[C:16]([CH:17]=2)=[CH:15][N:14]=[CH:13][CH:12]=3)[CH:7]=1. Procedure: 3-(5-Amino-2,4-difluorophenyl)-7-chloro-1-methyl-1,6-naphthyridin-2(1H)-one (2.4 g, 7.5 mmol) and 4-methoxy-N-methylbenzylamine (10 mL) were combined in a sealed vessel and heated to 200° C. overnight. The volatiles were removed in vacuo and the residue was purified by column chromatography to give 7-(4-methoxybenzyl)(methyl)amino)-3-(5-amino-2,4-difluorophenyl)-1-methyl-1,6-naphthyridin-2(1H)-one (3 g, 91% yield), which was used in the next step without further purification.